This data is from the Open Reaction Database (ORD), a public repository of structured organic reaction records. The task is: describe an organic reaction: reactants, conditions, products, and yield RXN SMILES: [BH4-:26].[CH:1](=[O:2])[c:3]1[cH:4][cH:5][c:6]([O:13][CH2:14][c:15]2[n:16][c:17](-[c:21]3[o:22][cH:23][cH:24][cH:25]3)[o:18][c:19]2[CH3:20])[c:7]([C:8](=[O:9])[O:10][CH3:11])[cH:12]1.[Na+:27].[O:29]1[CH2:30][CH2:31][CH2:32][CH2:33]1.[OH2:28]>>[CH2:1]([OH:2])[c:3]1[cH:4][cH:5][c:6]([O:13][CH2:14][c:15]2[n:16][c:17](-[c:21]3[o:22][cH:23][cH:24][cH:25]3)[o:18][c:19]2[CH3:20])[c:7]([C:8](=[O:9])[O:10][CH3:11])[cH:12]1. Yields the product COC(=O)c1cc(CO)ccc1OCc1nc(-c2ccco2)oc1C. Reactants: [BH4-], COC(=O)c1cc(C=O)ccc1OCc1nc(-c2ccco2)oc1C, [Na+], C1CCOC1, O.